From a dataset of the Open Reaction Database (ORD), a public repository of structured organic reaction records. describe an organic reaction: reactants, conditions, products, and yield The reactants are FC=1C=C2N=C(C(NC2=CC1F)=O)C=CC1=CC=CC=C1 (6,7-difluoro-3-styryl-1H-quinoxalin-2-one), O=P(Cl)(Cl)Cl (POCl3). The reagents and catalysts are CN(C1=CC=NC=C1)C (4-dimethylaminopyridine). Yields the product ClC1=NC2=CC(=C(C=C2N=C1C=CC1=CC=CC=C1)F)F (2-Chloro-6,7-difluoro-3-styrylquinoxaline). The yield is 56.0%. RXN SMILES: [F:1][C:2]1[CH:3]=[C:4]2[C:9](=[CH:10][C:11]=1[F:12])[NH:8][C:7](=O)[C:6]([CH:14]=[CH:15][C:16]1[CH:21]=[CH:20][CH:19]=[CH:18][CH:17]=1)=[N:5]2.O=P(Cl)(Cl)[Cl:24]>CN(C)C1C=CN=CC=1>[Cl:24][C:7]1[C:6]([CH:14]=[CH:15][C:16]2[CH:21]=[CH:20][CH:19]=[CH:18][CH:17]=2)=[N:5][C:4]2[C:9](=[CH:10][C:11]([F:12])=[C:2]([F:1])[CH:3]=2)[N:8]=1. Procedure: The above 6,7-difluoro-3-styryl-1H-quinoxalin-2-one (2.65 g, 0.93 mmol) was mixed with 4-dimethylaminopyridine (0.27 g) and POCl3 (27 ml) and the mixture was refluxed for 30 minutes. After cooling, the mixture was poured onto ice (400 ml) and the solid was filtered, washed with water (3×) and dried in vacuo overnight. Column chromatography on silica gel, eluting with ethyl acetate:heptane 1:20 afforded 1.6 g (56%) of the title compound.